Dataset: the Open Reaction Database (ORD), a public repository of structured organic reaction records. Task: describe an organic reaction: reactants, conditions, products, and yield Starting materials: C(C1=CC=CC=C1)OC(=O)N1CCN(CC1)C1=NC2=CC=CC=C2C(=N1)O[C@@H]1C=C[C@@H](C1)O (2-[4-(benzyloxycarbonyl)piperazin-1-yl]-4-[(1S,4R)-(4-hydroxycyclopent-2-en-1-yl)oxy]quinazoline), CI (methyl iodide), [H-].[Na+] (sodium hydride). The solvent is C(C)(=O)OCC (ethyl acetate), CN(C=O)C (dimethylformamide). Yields the product C(C1=CC=CC=C1)OC(=O)N1CCN(CC1)C1=NC2=CC=CC=C2C(=N1)O[C@@H]1C=C[C@@H](C1)OC (2-[4-(benzyloxycarbonyl)piperazin-1-yl]-4-[(1S,4R)-(4-methoxycyclopent-2-en-1-yl)oxy]quinazoline). Isolated yield 91.8%. RXN SMILES: [CH2:1]([O:8][C:9]([N:11]1[CH2:16][CH2:15][N:14]([C:17]2[N:26]=[C:25]([O:27][C@H:28]3[CH2:32][C@@H:31]([OH:33])[CH:30]=[CH:29]3)[C:24]3[C:19](=[CH:20][CH:21]=[CH:22][CH:23]=3)[N:18]=2)[CH2:13][CH2:12]1)=[O:10])[C:2]1[CH:7]=[CH:6][CH:5]=[CH:4][CH:3]=1.[CH3:34]I.[H-].[Na+]>CN(C)C=O.C(OCC)(=O)C>[CH2:1]([O:8][C:9]([N:11]1[CH2:12][CH2:13][N:14]([C:17]2[N:26]=[C:25]([O:27][C@H:28]3[CH2:32][C@@H:31]([O:33][CH3:34])[CH:30]=[CH:29]3)[C:24]3[C:19](=[CH:20][CH:21]=[CH:22][CH:23]=3)[N:18]=2)[CH2:15][CH2:16]1)=[O:10])[C:2]1[CH:3]=[CH:4][CH:5]=[CH:6][CH:7]=1 |f:2.3|. Procedure details: To a solution of 2-[4-(benzyloxycarbonyl)piperazin-1-yl]-4-[(1S,4R)-(4-hydroxycyclopent-2-en-1-yl)oxy]quinazoline [cf. Example 33(3)] (750 mg) and methyl iodide (445 mg) in dimethylformamide (6 ml) is added 60% sodium hydride (oil) (94 mg) with stirring at room temperature, and the mixture is stirred at room temperature for 3 hours. The reaction mixture is diluted with ethyl acetate, and washed with water 5 times. The ethyl acetate solution is dried over anhydrous magnesium sulfate and evaporate... Starting materials: ClC=1C=CC(=C(CC2CNC(CN(C2=O)C(=O)NC(C(=O)NCC(=O)OC(C)(C)C)CC)=O)C1)OC (tert-butyl {[2-({[6-(5-chloro-2-methoxybenzyl)-3,7-dioxo-1,4-diazepan-1-yl]carbonyl}amino)butanoyl]amino}acetate), Cl.C(C)(C)(C)OC(CN)=O (glycine tert-butyl ester hydrochloride), NC1=C(C(=O)OC(C)(C)C)C=C(C=C1)N (tert-butyl 2,5-diaminobenzoate). Product: Cl.NC1=C(C(=O)O)C=C(C=C1)NC([C@@H](CC)NC(=O)N1CC(NCC(C1=O)CC1=C(C=CC(=C1)Cl)OC)=O)=O (2-amino-5-{[(2R)-2-({[6-(5-chloro-2-methoxybenzyl)-3,7-dioxo-1,4-diazepan-1-yl]carbonyl}amino)butanoyl]amino}benzoic Acid Hydrochloride). As a reaction SMILES: [Cl:1][C:2]1[CH:3]=[CH:4][C:5]([O:35][CH3:36])=[C:6]([CH:34]=1)[CH2:7][CH:8]1[C:14](=[O:15])[N:13]([C:16]([NH:18][CH:19]([CH2:31][CH3:32])[C:20]([NH:22][CH2:23]C(OC(C)(C)C)=O)=[O:21])=[O:17])[CH2:12][C:11](=[O:33])[NH:10][CH2:9]1.Cl.C(OC(=O)CN)(C)(C)C.[NH2:47][C:48]1[CH:60]=[CH:59]C(N)=[CH:57][C:49]=1[C:50]([O:52]C(C)(C)C)=[O:51]>>[ClH:1].[NH2:47][C:48]1[CH:60]=[CH:59][C:23]([NH:22][C:20](=[O:21])[C@H:19]([NH:18][C:16]([N:13]2[C:14](=[O:15])[CH:8]([CH2:7][C:6]3[CH:34]=[C:2]([Cl:1])[CH:3]=[CH:4][C:5]=3[O:35][CH3:36])[CH2:9][NH:10][C:11](=[O:33])[CH2:12]2)=[O:17])[CH2:31][CH3:32])=[CH:57][C:49]=1[C:50]([OH:52])=[O:51] |f:1.2,4.5|. Procedure details: Instead of the starting material compound of Example 220, that is, the glycine tert-butyl ester hydrochloride, tert-butyl 2,5-diaminobenzoate was used for the similar procedure as in Example 220 and Example 245 to obtain the title compound. Reactants: Oc1cccc(Br)c1, O=C([O-])O, OC12CC3CC(CC(C3)C1)C2, ClCCl, [Na+], O, O=S(=O)(O)O. Yields the product Oc1cc(Br)ccc1C12CC3CC(CC(C3)C1)C2. RXN SMILES: [Br:1][c:2]1[cH:3][c:4]([OH:8])[cH:5][cH:6][cH:7]1.[C:25](=[O:26])([OH:27])[O-:28].[C:9]12([OH:19])[CH2:10][CH:11]3[CH2:12][CH:13]([CH2:14][CH:15]([CH2:16]1)[CH2:17]3)[CH2:18]2.[Cl:31][CH2:32][Cl:33].[Na+:29].[OH2:30].[S:20](=[O:21])(=[O:22])([OH:23])[OH:24]>>[Br:1][c:2]1[cH:3][c:4]([OH:8])[c:5]([C:9]23[CH2:10][CH:11]4[CH2:12][CH:13]([CH2:14][CH:15]([CH2:16]2)[CH2:17]4)[CH2:18]3)[cH:6][cH:7]1. Reactants: O (water), FC1=CC=C(C(=O)C2=CC=C(C=C2)F)C=C1 (4,4'-difluorobenzophenone), OC=1C=C(C(=O)O)C=CC1 (3-hydroxybenzoic acid), C([O-])([O-])=O.[K+].[K+] (potassium carbonate). Solvent: CS(=O)C (dimethylsulfoxide). Run at temperature 120 celsius, time 48 hour. Yields the product FC1=CC=C(C(=O)C2=CC=C(OC=3C=C(C(=O)O)C=CC3)C=C2)C=C1 (3-[4-(4-fluorobenzoyl)phenoxy]benzoic acid). Isolated yield 48.8%. Reaction SMILES: F[C:2]1[CH:16]=[CH:15][C:5]([C:6]([C:8]2[CH:13]=[CH:12][C:11]([F:14])=[CH:10][CH:9]=2)=[O:7])=[CH:4][CH:3]=1.[OH:17][C:18]1[CH:19]=[C:20]([CH:24]=[CH:25][CH:26]=1)[C:21]([OH:23])=[O:22].C(=O)([O-])[O-].[K+].[K+].O>CS(C)=O>[F:14][C:11]1[CH:12]=[CH:13][C:8]([C:6]([C:5]2[CH:15]=[CH:16][C:2]([O:17][C:18]3[CH:19]=[C:20]([CH:24]=[CH:25][CH:26]=3)[C:21]([OH:23])=[O:22])=[CH:3][CH:4]=2)=[O:7])=[CH:9][CH:10]=1 |f:2.3.4|. Procedure details: A mixture of 4,4'-difluorobenzophenone (25.2 g, 115.5 mmol), 3-hydroxybenzoic acid (8.0 g, 57.9 mmol), and anhydrous potassium carbonate (16.0 g) in dry dimethylsulfoxide (120 ml, distilled under reduced pressure from calcium hydride) was stirred at 120° C. under nitrogen for 48 hours. At the end of this period the reaction mixture was poured into water, and the suspension thus obtained was filtered through Celite. The clear filtrate was cooled, then carefully acidified with conc. hydrochloric a... The reactants are BrC1=C(C2=C(C(OC2)=O)C=C1)C=C (5-bromo-4-vinyl-2-benzofuran-1(3H)-one), CCOC(=O)C (EtOAc). Reagents/catalysts: CC(=O)[O-].CC(=O)[O-].[Pd+2] (Pd(OAc)2). The solvent is CCOCC (ether). Conditions: time 8 hour. Yields the product BrC1=C(C2=C(C(OC2)=O)C=C1)C1CC1 (5-bromo-4-cyclopropyl-2-benzofuran-1(3H)-one). Reaction SMILES: [Br:1][C:2]1[CH:11]=[CH:10][C:5]2[C:6](=[O:9])[O:7][CH2:8][C:4]=2[C:3]=1[CH:12]=[CH2:13].[CH3:14]COC(C)=O>CCOCC.CC([O-])=O.CC([O-])=O.[Pd+2]>[Br:1][C:2]1[CH:11]=[CH:10][C:5]2[C:6](=[O:9])[O:7][CH2:8][C:4]=2[C:3]=1[CH:12]1[CH2:14][CH2:13]1 |f:3.4.5|. Reported procedure: To a cooled (0° C.) mixture of 5-bromo-4-vinyl-2-benzofuran-1(3H)-one (2.2 g, 9.21 mol) and Pd(OAc)2 (100 mg) in EtOAc (50 mL) was added a solution of CH2N2 in ether (100 mL) slowly. The resulting mixture was stirred at room temperature overnight, then quenched with acetic acid, filtered and the filtrate washed with water and brine, dried and concentrated to provide 5-bromo-4-cyclopropyl-2-benzofuran-1(3H)-one. RXN SMILES: [CH2:1]([CH3:2])[O:3][c:4]1[cH:5][cH:6][c:7]([CH2:10][C:11](=[O:12])[OH:13])[cH:8][cH:9]1.[S:14]([Cl:15])([Cl:16])=[O:17]>>[CH2:1]([CH3:2])[O:3][c:4]1[cH:5][cH:6][c:7]([CH2:10][C:11](=[O:13])[Cl:16])[cH:8][cH:9]1. Reactants: CCOc1ccc(CC(=O)O)cc1, O=S(Cl)Cl. Yields the product CCOc1ccc(CC(=O)Cl)cc1. The reactants are C(C)(=O)C=1N(C(C2=CC=C(C=C2C1C1=CC=CC=C1)Br)=O)CC1=CC=C(C(=O)OC)C=C1 (methyl 4-(3-acetyl-6-bromo-1-oxo-4-phenyl-1H-isoquinolin-2-ylmethyl)benzoate), [OH-].[Na+] (sodium hydroxide). Solvent: CO (methanol), O1CCCC1 (tetrahydrofuran). Conditions: time 12 hour. The product is C(C)(=O)C=1N(C(C2=CC=C(C=C2C1C1=CC=CC=C1)Br)=O)CC1=CC=C(C(=O)O)C=C1 (4-(3-acetyl-6-bromo-1-oxo-4-phenyl-1H-isoquinolin-2-ylmethyl)benzoic acid). Yield: 94.3%. Reaction SMILES: [C:1]([C:4]1[N:5]([CH2:22][C:23]2[CH:32]=[CH:31][C:26]([C:27]([O:29]C)=[O:28])=[CH:25][CH:24]=2)[C:6](=[O:21])[C:7]2[C:12]([C:13]=1[C:14]1[CH:19]=[CH:18][CH:17]=[CH:16][CH:15]=1)=[CH:11][C:10]([Br:20])=[CH:9][CH:8]=2)(=[O:3])[CH3:2].[OH-].[Na+]>CO.O1CCCC1>[C:1]([C:4]1[N:5]([CH2:22][C:23]2[CH:24]=[CH:25][C:26]([C:27]([OH:29])=[O:28])=[CH:31][CH:32]=2)[C:6](=[O:21])[C:7]2[C:12]([C:13]=1[C:14]1[CH:15]=[CH:16][CH:17]=[CH:18][CH:19]=1)=[CH:11][C:10]([Br:20])=[CH:9][CH:8]=2)(=[O:3])[CH3:2] |f:1.2|. Procedure: To a mixture of methyl 4-(3-acetyl-6-bromo-1-oxo-4-phenyl-1H-isoquinolin-2-ylmethyl)benzoate (510 mg) in methanol (5 ml) and tetrahydrofuran (5 ml) was added 1N aqueous sodium hydroxide solution (4 ml) and the mixture was stirred at room temperature for 12 hrs. The solvent was evaporated under reduced pressure and water was added. The mixture was acidified with 1N hydrochloric acid and extracted with ethyl acetate. The extract was washed with saturated brine and dried by adding sodium sulfate. T...